Dataset: the Open Reaction Database (ORD), a public repository of structured organic reaction records. Task: describe an organic reaction: reactants, conditions, products, and yield The reactants are [Al+3], Fc1cccc(Cc2coc3c(Br)cc(F)cc23)c1, CC(=O)Cl, [Cl-], [Cl-], [Cl-], ClCCl, Cl. Product: CC(=O)c1oc2c(Br)cc(F)cc2c1Cc1cccc(F)c1. Reaction SMILES: [Al+3:28].[Br:1][c:2]1[cH:3][c:4]([F:19])[cH:5][c:6]2[c:7]([CH2:11][c:12]3[cH:13][c:14]([F:18])[cH:15][cH:16][cH:17]3)[cH:8][o:9][c:10]12.[CH3:20][C:21]([Cl:22])=[O:23].[Cl-:27].[Cl-:29].[Cl-:30].[Cl:24][CH2:25][Cl:26].[ClH:31]>>[Br:1][c:2]1[cH:3][c:4]([F:19])[cH:5][c:6]2[c:7]([CH2:11][c:12]3[cH:13][c:14]([F:18])[cH:15][cH:16][cH:17]3)[c:8]([C:21]([CH3:20])=[O:23])[o:9][c:10]12. The reactants are ClCCl, CC1(C)COC(CCC(O)c2ccc(F)cc2)OC1, O=[Cr](=O)([O-])Cl, c1cc[nH+]cc1. Product: CC1(C)COC(CCC(=O)c2ccc(F)cc2)OC1. RXN SMILES: [CH2:31]([Cl:32])[Cl:33].[F:1][c:2]1[cH:3][cH:4][c:5]([CH:8]([CH2:9][CH2:10][CH:11]2[O:12][CH2:13][C:14]([CH3:17])([CH3:18])[CH2:15][O:16]2)[OH:19])[cH:6][cH:7]1.[O:20]=[Cr:21]([Cl:22])([O-:23])=[O:24].[nH+:25]1[cH:26][cH:27][cH:28][cH:29][cH:30]1>>[F:1][c:2]1[cH:3][cH:4][c:5]([C:8]([CH2:9][CH2:10][CH:11]2[O:12][CH2:13][C:14]([CH3:17])([CH3:18])[CH2:15][O:16]2)=[O:19])[cH:6][cH:7]1. Starting materials: CCOC(=O)C=P(c1ccccc1)(c1ccccc1)c1ccccc1, Cc1ccccc1, O=Cc1ccc(Cl)cc1. The product is CCOC(=O)C=Cc1ccc(Cl)cc1. As a reaction SMILES: [C:10](=[O:11])([O:12][CH2:13][CH3:14])[CH:15]=[P:16]([c:17]1[cH:18][cH:19][cH:20][cH:21][cH:22]1)([c:23]1[cH:24][cH:25][cH:26][cH:27][cH:28]1)[c:29]1[cH:30][cH:31][cH:32][cH:33][cH:34]1.[CH3:35][c:36]1[cH:37][cH:38][cH:39][cH:40][cH:41]1.[Cl:1][c:2]1[cH:3][cH:4][c:5]([CH:6]=[O:7])[cH:8][cH:9]1>>[Cl:1][c:2]1[cH:3][cH:4][c:5]([CH:6]=[CH:15][C:10](=[O:11])[O:12][CH2:13][CH3:14])[cH:8][cH:9]1. Reactants: N (ammonia), FC(S(=O)(=O)O[Si](C)(C)C)(F)F (trimethylsilyl trifluoromethanesulfonate), O1C2C1CCCC2 (1,2-epoxycyclohexane), C1CCC2=NCCCN2CC1 (DBU). Solvent: C1=CC=CC=C1 (benzene), C1=CC=CC=C1 (benzene). Run at time 20 hour. Yields the product C[Si](OC1C=CCCC1)(C)C (3-trimethylsiloxycyclohexene). The yield is 86.9%. RXN SMILES: FC(F)(F)S([O:6][Si:7]([CH3:10])([CH3:9])[CH3:8])(=O)=O.O1[CH:15]2[CH2:16][CH2:17][CH2:18][CH2:19][CH:14]12.C1CCN2C(=NCCC2)CC1.N>C1C=CC=CC=1>[CH3:8][Si:7]([CH3:10])([CH3:9])[O:6][CH:19]1[CH2:18][CH2:17][CH2:16][CH:15]=[CH:14]1. Procedure details: Into a solution of 2.26 g (0.0102 mole) of trimethylsilyl trifluoromethanesulfonate in 20 ml of benzene was added dropwise a mixed solution of 1.06 g (0.0107 mole) of 1,2-epoxycyclohexane and 2 ml of DBU in 5 ml of benzene at room temperature under an atmosphere of argon. After further agitation for 20 hours at room temperature, the reaction mixture was subjected to column chromatography with silica gel treated with ammonia as the adsorbent. Subsequent distillation of a chromatographic fraction ... Starting materials: O=C(NCC1Cc2cccc(-c3ccc(Cl)cc3Cl)c2O1)OCc1ccccc1, Cl, C[Si](C)(C)I. Product: NCC1Cc2cccc(-c3ccc(Cl)cc3Cl)c2O1. RXN SMILES: [Cl:1][c:2]1[c:3](-[c:9]2[cH:10][cH:11][cH:12][c:13]3[c:17]2[O:16][CH:15]([CH2:18][NH:19][C:20](=[O:21])[O:22][CH2:23][c:24]2[cH:25][cH:26][cH:27][cH:28][cH:29]2)[CH2:14]3)[cH:4][cH:5][c:6]([Cl:8])[cH:7]1.[ClH:35].[I:30][Si:31]([CH3:32])([CH3:33])[CH3:34]>>[Cl:1][c:2]1[c:3](-[c:9]2[cH:10][cH:11][cH:12][c:13]3[c:17]2[O:16][CH:15]([CH2:18][NH2:19])[CH2:14]3)[cH:4][cH:5][c:6]([Cl:8])[cH:7]1.